Task: describe an organic reaction: reactants, conditions, products, and yield. Dataset: the Open Reaction Database (ORD), a public repository of structured organic reaction records Reactants: OC=1C=CC(=NC1)C(=O)OC (methyl 5-hydroxypicolinate), C1(CC1)C#CCO (3-cyclopropylprop-2-yn-1-ol). Product: C1(CC1)C#CCOC=1C=CC(=NC1)C(=O)O (5-((3-Cyclopropylprop-2-yn-1-yl)oxy)picolinic acid). As a reaction SMILES: [OH:1][C:2]1[CH:3]=[CH:4][C:5]([C:8]([O:10]C)=[O:9])=[N:6][CH:7]=1.[CH:12]1([C:15]#[C:16][CH2:17]O)[CH2:14][CH2:13]1>>[CH:12]1([C:15]#[C:16][CH2:17][O:1][C:2]2[CH:3]=[CH:4][C:5]([C:8]([OH:10])=[O:9])=[N:6][CH:7]=2)[CH2:14][CH2:13]1. Procedure: The title compound was synthesized analogously according to Method KS starting from methyl 5-hydroxypicolinate (Molbridge) and 3-cyclopropylprop-2-yn-1-ol. MS m/z: 218 (M+H).